Dataset: the Open Reaction Database (ORD), a public repository of structured organic reaction records. Task: describe an organic reaction: reactants, conditions, products, and yield Reactants: BrC1=C(C=CC(=C1)[N+](=O)[O-])C(C)C (2-Bromo-1-isopropyl-4-nitrobenzene). Reagents/catalysts: [Pt] (platinum on carbon), [Br-].[Br-].[Zn+2] (zinc dibromide). Run in CO (methanol). The product is BrC=1C=C(N)C=CC1C(C)C (3-Bromo-4-isopropylaniline). Yield: 101.0%. Reaction SMILES: [Br:1][C:2]1[CH:7]=[C:6]([N+:8]([O-])=O)[CH:5]=[CH:4][C:3]=1[CH:11]([CH3:13])[CH3:12]>[Pt].[Br-].[Br-].[Zn+2].CO>[Br:1][C:2]1[CH:7]=[C:6]([CH:5]=[CH:4][C:3]=1[CH:11]([CH3:13])[CH3:12])[NH2:8] |f:2.3.4|. Procedure: 2-Bromo-1-isopropyl-4-nitrobenzene (XI) (20 g, 79.1 mmol, 96.5 GC % by area), methanol 400 ml), platinum on carbon (1% of platinum, 2% of vanadium, moist with water) (1.0 g, 0.018 mmol) and zinc dibromide (90 mg, 0.40 mmol) were placed in a 600 ml autoclave. The autoclave was subsequently flushed with nitrogen and pressurized to 5 bar with hydrogen at room temperature. The contents of the autoclave were filtered through Celite, washed with methanol and the solvent was distilled off under reduced... The reactants are C(C)(=O)O[BH-](OC(C)=O)OC(C)=O.[Na+] (sodium triacetoxyborohydride), [OH-].[Na+] (NaOH), C=1(C(=CC=CC1)C=O)C1=CC=CC=C1 (biphenyl-2-carbaldehyde), C(C)(C)(C)OC(=O)N1CCNCC1 (piperazine-1-carboxylic acid tert-butyl ester), C(C)(=O)O (acetic acid). The solvent is ClCCl (dichloromethane). Conditions: time 3 hour. The product is C(C)(C)(C)OC(=O)N1CCN(CC1)CC1=C(C=CC=C1)C1=CC=CC=C1 (4-biphenyl-2-ylmethyl-piperazine-1-carboxylic acid tert-butyl ester). The yield is 102.1%. RXN SMILES: [C:1]1([C:9]2[CH:14]=[CH:13][CH:12]=[CH:11][CH:10]=2)[C:2]([CH:7]=O)=[CH:3][CH:4]=[CH:5][CH:6]=1.[C:15]([O:19][C:20]([N:22]1[CH2:27][CH2:26][NH:25][CH2:24][CH2:23]1)=[O:21])([CH3:18])([CH3:17])[CH3:16].C(O)(=O)C.C(O[BH-](OC(=O)C)OC(=O)C)(=O)C.[Na+].[OH-].[Na+]>ClCCl>[C:15]([O:19][C:20]([N:22]1[CH2:27][CH2:26][N:25]([CH2:7][C:2]2[CH:3]=[CH:4][CH:5]=[CH:6][C:1]=2[C:9]2[CH:14]=[CH:13][CH:12]=[CH:11][CH:10]=2)[CH2:24][CH2:23]1)=[O:21])([CH3:18])([CH3:16])[CH3:17] |f:3.4,5.6|. Reported procedure: To a solution of biphenyl-2-carbaldehyde (5.01 g, 27.5 mmol) in dichloromethane (150 ml) at rt under nitrogen was added piperazine-1-carboxylic acid tert-butyl ester (5.63 g, 30.2 mmol) followed by glacial acetic acid (1.90 ml, 33.2 mmol). The reaction was stirred for 1 h before sodium triacetoxyborohydride (11.65 g, 55.0 mmol) was introduced. After 3 h, a solution of 5% NaOH (˜15 ml) was added and the mixture was extracted with dichloromethane. The organic layer was separated, washed with H2O (... The reactants are BrC=1C=C(C=NC1Cl)S(=O)(=O)N (5-bromo-6-chloro-3-pyridinesulfonamide), BrC=1C=CC(=NC1Cl)S(=O)(=O)Cl (5-bromo-6-chloropyridine sulfonyl chloride), diamine, CN(CCN(C)C)C (N1,N1,N2,N2-tetramethylethane-1,2-diamine). Product: N1CCNC2=C1C=CC=N2 (tetrahydropyridopyrazine). Reaction SMILES: Br[C:2]1[CH:3]=[C:4](S(N)(=O)=O)[CH:5]=[N:6][C:7]=1Cl.BrC1C=CC(S(Cl)(=O)=O)=NC=1Cl.C[N:26](C)[CH2:27][CH2:28][N:29](C)C>>[NH:26]1[C:2]2[CH:3]=[CH:4][CH:5]=[N:6][C:7]=2[NH:29][CH2:28][CH2:27]1. Procedure: The 5-bromo-6-chloro-3-pyridinesulfonamide derivative (lix) (prepared from the commercially available 5-bromo-6-chloropyridine sulfonyl chloride as shown in Scheme 18) is condensed with diamine (lxxix), (lxxx) or N1,N1,N2,N2-tetramethylethane-1,2-diamine to form tetrahydropyridopyrazine derivative (I-e), (I-f) or (I-d), respectively, as shown. The reactants are C(C1=CC=CC=C1)N(C1=CC=CC2=C1N(C(=N2)NC2=C(C=C(C=C2C)C)C)C)CCC (N7-benzyl-N2-mesityl-1-methyl-N7-propyl-1H-benzimidazole-2,7-diamine). Reagents/catalysts: [OH-].[OH-].[Pd+2] (Pearlman's catalyst). Solvent: CO (methanol). Conditions: time 48 hour. The product is C1(=C(C(=CC(=C1)C)C)NC1=NC2=C(N1C)C(=CC=C2)NCCC)C (N2-Mesityl-1-methyl-N7-propyl-1H-benzimidazole-2,7-diamine). Isolated yield 59.4%. Reaction SMILES: [CH2:1]([N:8](CCC)[C:9]1[C:14]2[N:15]([CH3:28])[C:16]([NH:18][C:19]3[C:24]([CH3:25])=[CH:23][C:22]([CH3:26])=[CH:21][C:20]=3[CH3:27])=[N:17][C:13]=2[CH:12]=[CH:11][CH:10]=1)[C:2]1C=CC=C[CH:3]=1>CO.[OH-].[OH-].[Pd+2]>[C:20]1([CH3:27])[CH:21]=[C:22]([CH3:26])[CH:23]=[C:24]([CH3:25])[C:19]=1[NH:18][C:16]1[N:15]([CH3:28])[C:14]2[C:9]([NH:8][CH2:1][CH2:2][CH3:3])=[CH:10][CH:11]=[CH:12][C:13]=2[N:17]=1 |f:2.3.4|. Procedure: To a solution of 0.50 g (1.2 mmol) of N7-benzyl-N2-mesityl-1-methyl-N7-propyl-1H-benzimidazole-2,7-diamine in 30 mL of methanol was added 0.43 g (10 mol % Pd) of 20% Pearlman's catalyst (50% wet). The reaction was kept under a hydrogen atmosphere via a balloon and stirred at room temperature for 48 h. The catalyst was removed via filtration and the filtrate was concentrated in vacuo. Purification by flash chromatography eluting with a 7% methanol/dichloromethane mixture gave 0.23 g (58%) of the ...